From a dataset of the Open Reaction Database (ORD), a public repository of structured organic reaction records. describe an organic reaction: reactants, conditions, products, and yield Starting materials: CCOC(=O)CC(=O)Nc1cc(Br)c(Oc2cc(CC)c(O)c(C(C)C)c2)c(Br)c1C, C1CCOC1, Cl, [Li+], [OH-]. Product: CCc1cc(Oc2c(Br)cc(NC(=O)CC(=O)O)c(C)c2Br)cc(C(C)C)c1O. As a reaction SMILES: [CH2:1]([CH3:2])[O:3][C:4]([CH2:5][C:6](=[O:7])[NH:8][c:9]1[c:10]([CH3:30])[c:11]([Br:29])[c:12]([O:16][c:17]2[cH:18][c:19]([CH2:27][CH3:28])[c:20]([OH:26])[c:21]([CH:23]([CH3:24])[CH3:25])[cH:22]2)[c:13]([Br:15])[cH:14]1)=[O:31].[CH2:35]1[O:36][CH2:37][CH2:38][CH2:39]1.[ClH:34].[Li+:33].[OH-:32]>>[O:3]=[C:4]([CH2:5][C:6](=[O:7])[NH:8][c:9]1[c:10]([CH3:30])[c:11]([Br:29])[c:12]([O:16][c:17]2[cH:18][c:19]([CH2:27][CH3:28])[c:20]([OH:26])[c:21]([CH:23]([CH3:24])[CH3:25])[cH:22]2)[c:13]([Br:15])[cH:14]1)[OH:31].